The task is: describe an organic reaction: reactants, conditions, products, and yield. This data is from the Open Reaction Database (ORD), a public repository of structured organic reaction records. Starting materials: C(C)(=O)OCC=1CS[C@H]2N(C1C(=O)O)C([C@H]2NC(CC=2SC=CC2)=O)=O (3-acetoxymethyl-7β-(2-thienylacetamido) ceph-3-em-4-carboxylic acid), C(C)(=O)OC(C)=O (acetic anhydride). Solvent: N1=CC=CC=C1 (pyridine). Conditions: time 45 minute. The product is pyridinium salt, C(C)(=O)OCC1=CS[C@H]2N(C1C(=O)O)C([C@H]2NC(CC=2SC=CC2)=O)=O (3-Acetoxymethyl-7β-(2-thienylacetamido)ceph-2-em-4-carboxylic acid). Yield: 64.9%. As a reaction SMILES: [C:1]([O:4][CH2:5][C:6]1[CH2:7][S:8][C@@H:9]2[C@H:16]([NH:17][C:18](=[O:25])[CH2:19][C:20]3[S:21][CH:22]=[CH:23][CH:24]=3)[C:15](=[O:26])[N:10]2[C:11]=1[C:12]([OH:14])=[O:13])(=[O:3])[CH3:2].C(OC(=O)C)(=O)C>N1C=CC=CC=1>[C:1]([O:4][CH2:5][C:6]1[CH:11]([C:12]([OH:14])=[O:13])[N:10]2[C:15](=[O:26])[C@@H:16]([NH:17][C:18](=[O:25])[CH2:19][C:20]3[S:21][CH:22]=[CH:23][CH:24]=3)[C@H:9]2[S:8][CH:7]=1)(=[O:3])[CH3:2]. Reported procedure: A solution of 3-acetoxymethyl-7β-(2-thienylacetamido) ceph-3-em-4-carboxylic acid (146.5 g.) in pyridine (600 ml.) was treated with acetic anhydride (45 ml.) and the mixture stirred vigorously at 22° for 45 minutes. The material which crystallised out was isolated by filtration washed with pyridine and ethyl acetate, and dried in vacuo to give the pyridinium salt of the title compound (95.15 g., 54.5%). This pyridinium salt was stirred with water (350 ml.) and ethyl acetate (700 ml.) and 2N-hydr... Starting materials: C (charcoal), CC(=O)OCC1=C(N2[C@@H]([C@@H](C2=O)N)SC1)C(=O)O (7β-amino-cephalosporanic acid), C([O-])(O)=O.[Na+] (sodium bicarbonate), CS(=O)(=O)O (methanesulfonic acid), [Na].NN1N=NN=C1S (1-amino-5-mercapto-1H-tetrazole sodium salt). The product is N[C@H]1[C@@H]2N(C(=C(CS2)CSC2=NN=NN2N)C(=O)O)C1=O (7β-amino-3-(1-amino-1H-tetrazol-5-yl)thiomethyl-3-cephem-4-carboxylic acid). Yield: 52.6%. As a reaction SMILES: CC(O[CH2:5][C:6]1[CH2:15][S:14][C@@H:9]2[C@H:10]([NH2:13])[C:11](=[O:12])[N:8]2[C:7]=1[C:16]([OH:18])=[O:17])=O.C(=O)(O)[O-].[Na+].[Na].[NH2:25][N:26]1[C:30]([SH:31])=[N:29][N:28]=[N:27]1.C.CS(O)(=O)=O>>[NH2:13][C@@H:10]1[C:11](=[O:12])[N:8]2[C:7]([C:16]([OH:18])=[O:17])=[C:6]([CH2:5][S:31][C:30]3[N:26]([NH2:25])[N:27]=[N:28][N:29]=3)[CH2:15][S:14][C@H:9]12 |f:1.2,3.4,^1:23|. Procedure details: 27.2 g of 7β-amino-cephalosporanic acid are added to an aqueous solution of sodium bicarbonate (sodium bicarbonate content: 9.24 g/liter) under stirring, 27.8 g of 1-amino-5-mercapto-1H-tetrazole sodium salt are added thereto. The mixture is stirred at 52°-53° C. in argon gas atmosphere for 3 hours. The mixture is treated with an activated charcoal and adjusted to pH 4.6 with 6 ml of methanesulfonic acid under cooling. The resultant precipitates are collected by filtration, washed with water and... The reactants are CC(C)CC(C(=O)NN1C(=O)CN(CCN(C)C)C1=O)C(CCCc1ccccc1)C(=O)O, NOCc1ccccc1, CCN=C=NCCCN(C)C, CN(C)C=O, CCOC(C)=O, Cl. Product: CC(C)CC(C(=O)NN1C(=O)CN(CCN(C)C)C1=O)C(CCCc1ccccc1)C(=O)NOCc1ccccc1. As a reaction SMILES: [C:1](=[O:2])([OH:3])[CH:4]([CH2:5][CH2:6][CH2:7][c:8]1[cH:9][cH:10][cH:11][cH:12][cH:13]1)[CH:14]([C:15](=[O:16])[NH:17][N:18]1[C:19](=[O:29])[N:20]([CH2:24][CH2:25][N:26]([CH3:27])[CH3:28])[CH2:21][C:22]1=[O:23])[CH2:30][CH:31]([CH3:32])[CH3:33].[CH2:34]([c:35]1[cH:36][cH:37][cH:38][cH:39][cH:40]1)[O:41][NH2:42].[CH2:44]([N:45]=[C:46]=[N:47][CH2:48][CH2:49][CH2:50][N:51]([CH3:52])[CH3:53])[CH3:54].[CH3:55][N:56]([CH3:57])[CH:58]=[O:59].[CH3:60][CH2:61][O:62][C:63](=[O:64])[CH3:65].[ClH:43]>>[C:1](=[O:2])([CH:4]([CH2:5][CH2:6][CH2:7][c:8]1[cH:9][cH:10][cH:11][cH:12][cH:13]1)[CH:14]([C:15](=[O:16])[NH:17][N:18]1[C:19](=[O:29])[N:20]([CH2:24][CH2:25][N:26]([CH3:27])[CH3:28])[CH2:21][C:22]1=[O:23])[CH2:30][CH:31]([CH3:32])[CH3:33])[NH:42][O:41][CH2:34][c:35]1[cH:36][cH:37][cH:38][cH:39][cH:40]1. Starting materials: CC1(OB(OC1(C)C)C=1C=C2CC[C@@H](OC2=CC1)CN(C[C@@H](COC1=CC=CC=C1)O[Si](C)(C)C(C)(C)C)CC1=CC=CC=C1)C ((2S)-N-{[(2R)-6-(4,4,5,5-tetramethyl-1,3,2-dioxaborolan-2-yl)-3,4-dihydro-2H-chromen-2-yl]methyl}-2-{[(1,1-dimethylethyl)(dimethyl)silyl]oxy}-N-(phenylmethyl)-3-(phenyloxy)-1-propanamine), ClC1=CC(=NC=C1)C(=O)N (4-chloro-2-pyridinecarboxamide), C([O-])([O-])=O.[Na+].[Na+] (sodium carbonate), C1(=CC=CC=C1)P(C1=CC=CC=C1)C1=CC=CC=C1 (Triphenylphosphine). The reagents and catalysts are C(C)(=O)[O-].[Pd+2].C(C)(=O)[O-] (palladium (II) acetate). Run in C1(=CC=CC=C1)C (toluene), C(C)O (ethanol). Conditions: temperature 85 celsius, time 8 hour. Yields the product CC(C)(C)[Si](O[C@@H](CN(CC1=CC=CC=C1)C[C@@H]1OC2=CC=C(C=C2CC1)C1=CC(=NC=C1)C(=O)N)COC1=CC=CC=C1)(C)C (4-((2R)-2-{[[(2S)-2-{[(1,1-dimethylethyl)(dimethyl)silyl]oxy}-3-(phenyloxy)propyl](phenylmethyl)amino]methyl}-3,4-dihydro-2H-chromen-6-yl)-2-pyridinecarboxamide), oil. The yield is 44.0%. RXN SMILES: CC1(C)C(C)(C)OB([C:9]2[CH:10]=[C:11]3[C:16](=[CH:17][CH:18]=2)[O:15][C@@H:14]([CH2:19][N:20]([CH2:39][C:40]2[CH:45]=[CH:44][CH:43]=[CH:42][CH:41]=2)[CH2:21][C@H:22]([O:31][Si:32]([C:35]([CH3:38])([CH3:37])[CH3:36])([CH3:34])[CH3:33])[CH2:23][O:24][C:25]2[CH:30]=[CH:29][CH:28]=[CH:27][CH:26]=2)[CH2:13][CH2:12]3)O1.Cl[C:48]1[CH:53]=[CH:52][N:51]=[C:50]([C:54]([NH2:56])=[O:55])[CH:49]=1.C(=O)([O-])[O-].[Na+].[Na+].C1(P(C2C=CC=CC=2)C2C=CC=CC=2)C=CC=CC=1>C1(C)C=CC=CC=1.C(O)C.C([O-])(=O)C.[Pd+2].C([O-])(=O)C>[CH3:38][C:35]([Si:32]([CH3:34])([CH3:33])[O:31][C@H:22]([CH2:23][O:24][C:25]1[CH:26]=[CH:27][CH:28]=[CH:29][CH:30]=1)[CH2:21][N:20]([CH2:19][C@H:14]1[CH2:13][CH2:12][C:11]2[C:16](=[CH:17][CH:18]=[C:9]([C:48]3[CH:53]=[CH:52][N:51]=[C:50]([C:54]([NH2:56])=[O:55])[CH:49]=3)[CH:10]=2)[O:15]1)[CH2:39][C:40]1[CH:45]=[CH:44][CH:43]=[CH:42][CH:41]=1)([CH3:36])[CH3:37] |f:2.3.4,8.9.10|. Reported procedure: Argon was bubbled through a mixture of (2S)-N-{[(2R)-6-(4,4,5,5-tetramethyl-1,3,2-dioxaborolan-2-yl)-3,4-dihydro-2H-chromen-2-yl]methyl}-2-{[(1,1-dimethylethyl)(dimethyl)silyl]oxy}-N-(phenylmethyl)-3-(phenyloxy)-1-propanamine (Example 88, 100 mg, 0.16 mmol) and 4-chloro-2-pyridinecarboxamide in toluene (1 mL), ethanol (1 mL), and 2M aqueous sodium carbonate (1 mL) for 10 minutes. Triphenylphosphine (4 mg, 0.016 mmol, 0.1 eq.) and palladium (II) acetate (1.0 mg, 0.004 mmol, 0.025 eq.) were added,... The reactants are CC(C(=O)OC(C)(C)C)N1CCC(N(Cc2nccs2)S(=O)(=O)c2ccc3cc(Cl)ccc3c2)C1=O, ClCCl, O=C(O)C(F)(F)F. Yields the product CC(C(=O)O)N1CCC(N(Cc2nccs2)S(=O)(=O)c2ccc3cc(Cl)ccc3c2)C1=O. Reaction SMILES: [Cl:1][c:2]1[cH:3][c:4]2[cH:5][cH:6][c:7]([S:12](=[O:13])(=[O:14])[N:15]([CH:16]3[C:17](=[O:30])[N:18]([CH:21]([C:22](=[O:23])[O:24][C:25]([CH3:26])([CH3:27])[CH3:28])[CH3:29])[CH2:19][CH2:20]3)[CH2:31][c:32]3[s:33][cH:34][cH:35][n:36]3)[cH:8][c:9]2[cH:10][cH:11]1.[Cl:44][CH2:45][Cl:46].[OH:37][C:38]([C:39]([F:40])([F:41])[F:42])=[O:43]>>[Cl:1][c:2]1[cH:3][c:4]2[cH:5][cH:6][c:7]([S:12](=[O:13])(=[O:14])[N:15]([CH:16]3[C:17](=[O:30])[N:18]([CH:21]([C:22](=[O:23])[OH:24])[CH3:29])[CH2:19][CH2:20]3)[CH2:31][c:32]3[s:33][cH:34][cH:35][n:36]3)[cH:8][c:9]2[cH:10][cH:11]1. Reactants: CC(C)(C)OC(=O)NC(CSC(C[N+](=O)[O-])c1cccs1)C(=O)O, CC(=O)O, [H][H]. The product is CC(C)(C)OC(=O)NC(CSC(CN)c1cccs1)C(=O)O. Reaction SMILES: [C:1]([CH3:2])([CH3:3])([CH3:4])[O:5][C:6](=[O:7])[NH:8][CH:9]([CH2:10][S:11][CH:12]([CH2:13][N+:14]([O-:15])=[O:16])[c:17]1[s:18][cH:19][cH:20][cH:21]1)[C:22](=[O:23])[OH:24].[CH3:27][C:28](=[O:29])[OH:30].[H:25][H:26]>>[C:1]([CH3:2])([CH3:3])([CH3:4])[O:5][C:6](=[O:7])[NH:8][CH:9]([CH2:10][S:11][CH:12]([CH2:13][NH2:14])[c:17]1[s:18][cH:19][cH:20][cH:21]1)[C:22](=[O:23])[OH:24].